This data is from the Open Reaction Database (ORD), a public repository of structured organic reaction records. The task is: describe an organic reaction: reactants, conditions, products, and yield Starting materials: IC=1C=C(C(=NC1)NCC1=CC(=C(C=C1)OCC=1C=NC(=CC1)C)OC)[N+](=O)[O-] (5-iodo-N-(3-methoxy-4-((6-methylpyridin-3-yl)methoxy)benzyl)-3-nitropyridin-2-amine). Reagents/catalysts: [Fe] (iron). Solvent: C(C)(=O)O (acetic acid), C(C)(=O)OCC (ethyl acetate). Run at temperature 90 celsius. Yields the product IC=1C=C(C(=NC1)NCC1=CC(=C(C=C1)OCC=1C=NC(=CC1)C)OC)N (5-iodo-N2-(3-methoxy-4-((6-methylpyridin-3-yl)methoxy)benzyl)pyridine-2,3-diamine). The yield is 54.6%. As a reaction SMILES: [I:1][C:2]1[CH:3]=[C:4]([N+:27]([O-])=O)[C:5]([NH:8][CH2:9][C:10]2[CH:15]=[CH:14][C:13]([O:16][CH2:17][C:18]3[CH:19]=[N:20][C:21]([CH3:24])=[CH:22][CH:23]=3)=[C:12]([O:25][CH3:26])[CH:11]=2)=[N:6][CH:7]=1>C(O)(=O)C.C(OCC)(=O)C.[Fe]>[I:1][C:2]1[CH:3]=[C:4]([NH2:27])[C:5]([NH:8][CH2:9][C:10]2[CH:15]=[CH:14][C:13]([O:16][CH2:17][C:18]3[CH:19]=[N:20][C:21]([CH3:24])=[CH:22][CH:23]=3)=[C:12]([O:25][CH3:26])[CH:11]=2)=[N:6][CH:7]=1. Procedure: To a stirred suspension of 5-iodo-N-(3-methoxy-4-((6-methylpyridin-3-yl)methoxy)benzyl)-3-nitropyridin-2-amine (13.57 g, 26.80 mmol) in acetic acid (100 mL) was added iron powder (8.10 g, 145.0 mmol). The bright yellow suspension was gradually warmed to 90° C. After 30 min of heating, the dark brown reaction mixture was allowed to cool to room temperature and was diluted with ethyl acetate (400 mL). The mixture was filtered through Celite with the aid of additional ethyl acetate (100 mL). The fi...